Dataset: the Open Reaction Database (ORD), a public repository of structured organic reaction records. Task: describe an organic reaction: reactants, conditions, products, and yield The reactants are C=C(OCC)[Sn](CCCC)(CCCC)CCCC, C=C(OCC)c1ccc2ncc(Cc3ccc4c(cnn4C)c3)n2n1, CC(c1ccc2c(cnn2C)c1)c1cnc2ccc(Cl)nn12, c1ccc(P(c2ccccc2)(c2ccccc2)[Pd](P(c2ccccc2)(c2ccccc2)c2ccccc2)(P(c2ccccc2)(c2ccccc2)c2ccccc2)P(c2ccccc2)(c2ccccc2)c2ccccc2)cc1. Yields the product C=C(OCC)c1ccc2ncc(C(C)c3ccc4c(cnn4C)c3)n2n1. Reaction SMILES: [CH2:23]([Sn:24]([CH2:25][CH2:26][CH2:27][CH3:33])([C:28](=[CH2:29])[O:30][CH2:31][CH3:32])[CH2:34][CH2:35][CH2:36][CH3:37])[CH2:38][CH2:39][CH3:40].[CH2:41]([O:42][C:43]([c:44]1[cH:45][cH:46][c:47]2[n:48]([c:49]([CH2:50][c:51]3[cH:52][c:53]4[c:54]([cH:55][cH:56]3)[n:57]([CH3:58])[n:59][cH:60]4)[cH:61][n:62]2)[n:63]1)=[CH2:64])[CH3:65].[Cl:1][c:2]1[cH:3][cH:4][c:5]2[n:6]([n:7]1)[c:8]([CH:11]([CH3:12])[c:13]1[cH:14][c:15]3[cH:16][n:17][n:18]([CH3:22])[c:19]3[cH:20][cH:21]1)[cH:9][n:10]2.[cH:66]1[cH:67][cH:68][c:69]([P:70]([Pd:71]([P:72]([c:73]2[cH:74][cH:75][cH:76][cH:77][cH:78]2)([c:79]2[cH:80][cH:81][cH:82][cH:83][cH:84]2)[c:85]2[cH:86][cH:87][cH:88][cH:89][cH:90]2)([P:91]([c:92]2[cH:93][cH:94][cH:95][cH:96][cH:97]2)([c:98]2[cH:99][cH:100][cH:101][cH:102][cH:103]2)[c:104]2[cH:105][cH:106][cH:107][cH:108][cH:109]2)[P:110]([c:111]2[cH:112][cH:113][cH:114][cH:115][cH:116]2)([c:117]2[cH:118][cH:119][cH:120][cH:121][cH:122]2)[c:123]2[cH:124][cH:125][cH:126][cH:127][cH:128]2)([c:129]2[cH:130][cH:131][cH:132][cH:133][cH:134]2)[c:135]2[cH:136][cH:137][cH:138][cH:139][cH:140]2)[cH:141][cH:142]1>>[c:2]1([C:28](=[CH2:29])[O:30][CH2:31][CH3:32])[cH:3][cH:4][c:5]2[n:6]([n:7]1)[c:8]([CH:11]([CH3:12])[c:13]1[cH:14][c:15]3[cH:16][n:17][n:18]([CH3:22])[c:19]3[cH:20][cH:21]1)[cH:9][n:10]2. The reactants are C1=C(C=CC2=CC=CC=C12)OC1=CC=C(N)C=C1 (4-(naphthalen-2-yloxy)aniline), CN(C)C=O (DMF), BrCC(=O)C1=CC=C(C=C1)OCCCN(CC)CC (2-bromo-1-{4-[3-(diethylamino)propoxy]phenyl}ethanone). Solvent: O (H2O), CCOC(=O)C (EtOAc). The product is C(CCC)C=1N(C=C(N1)C1=CC=C(OCCCN(CC)CC)C=C1)C1=CC=C(C=C1)OC1=CC2=CC=CC=C2C=C1 ([3-(4-{2-butyl-1-[4-(naphthalen-2-yloxy)-phenyl]-1H-imidazol-4-yl}-phenoxy)-propyl]-diethyl-amine). Reaction SMILES: [CH:1]1[C:10]2[C:5](=[CH:6][CH:7]=[CH:8][CH:9]=2)[CH:4]=[CH:3][C:2]=1[O:11][C:12]1[CH:18]=[CH:17][C:15]([NH2:16])=[CH:14][CH:13]=1.C[N:20]([CH:22]=O)C.Br[CH2:25][C:26]([C:28]1[CH:33]=[CH:32][C:31]([O:34][CH2:35][CH2:36][CH2:37][N:38]([CH2:41][CH3:42])[CH2:39][CH3:40])=[CH:30][CH:29]=1)=O>O.CCOC(C)=O>[CH2:10]([C:22]1[N:16]([C:15]2[CH:17]=[CH:18][C:12]([O:11][C:2]3[CH:3]=[CH:4][C:5]4[C:10](=[CH:9][CH:8]=[CH:7][CH:6]=4)[CH:1]=3)=[CH:13][CH:14]=2)[CH:25]=[C:26]([C:28]2[CH:33]=[CH:32][C:31]([O:34][CH2:35][CH2:36][CH2:37][N:38]([CH2:41][CH3:42])[CH2:39][CH3:40])=[CH:30][CH:29]=2)[N:20]=1)[CH2:1][CH2:2][CH3:3]. Procedure details: To a stirred solution of 4-(naphthalen-2-yloxy)aniline (1.2 eq., 5 mmol) in anhydrous DMF (5 mL) DIEA (3 eq. 15 mmol) was added, followed by slow addition of the 2-bromo-1-{4-[3-(diethylamino)propoxy]phenyl}ethanone described above (4.6 mmol), according to General Procedure R2. The reaction mixture was stirred under nitrogen at rt until completion, as indicated by TLC or HPLC. The reaction mixture was then diluted with cold H2O and the product was isolated in EtOAc. The combined organic layers w... Reactants: ClC=1C=C2C=NN=C(C2=CC1)C1=C(C=C(C=C1)C)C (6-chloro-1-(2,4-dimethylphenyl)phthalazine), C1(CC1)NC(C1=CC(=C(C=C1)C)B1OC(C(O1)(C)C)(C)C)=O (N-cyclopropyl-4-methyl-3-(4,4,5,5-tetramethyl-1,3,2-dioxaborolan-2-yl)benzamide), C1(CCCCC1)P(C1=C(C=CC=C1)C1=C(C=CC=C1)C)C1CCCCC1 (2-(dicyclohexylphosphino)-2′-methylbiphenyl), C([O-])([O-])=O.[K+].[K+] (potassium carbonate). The reagents and catalysts are C=1C=CC(=CC1)/C=C/C(=O)/C=C/C2=CC=CC=C2.C=1C=CC(=CC1)/C=C/C(=O)/C=C/C2=CC=CC=C2.C=1C=CC(=CC1)/C=C/C(=O)/C=C/C2=CC=CC=C2.[Pd].[Pd] (Pd2(dba)3). Run in O (H2O), O1CCOCC1 (Dioxane), CO (MeOH). Yields the product C1(CC1)NC(C1=CC(=C(C=C1)C)C=1C=C2C=NN=C(C2=CC1)C1=C(C=C(C=C1)C)C)=O (N-cyclopropyl-3-(1-(2,4-dimethylphenyl)phthalazin-6-yl)-4-methylbenzamide). As a reaction SMILES: Cl[C:2]1[CH:3]=[C:4]2[C:9](=[CH:10][CH:11]=1)[C:8]([C:12]1[CH:17]=[CH:16][C:15]([CH3:18])=[CH:14][C:13]=1[CH3:19])=[N:7][N:6]=[CH:5]2.[CH:20]1([NH:23][C:24](=[O:41])[C:25]2[CH:30]=[CH:29][C:28]([CH3:31])=[C:27](B3OC(C)(C)C(C)(C)O3)[CH:26]=2)[CH2:22][CH2:21]1.C1(P(C2CCCCC2)C2C=CC=CC=2C2C=CC=CC=2C)CCCCC1.C(=O)([O-])[O-].[K+].[K+]>O1CCOCC1.CO.C1C=CC(/C=C/C(/C=C/C2C=CC=CC=2)=O)=CC=1.C1C=CC(/C=C/C(/C=C/C2C=CC=CC=2)=O)=CC=1.C1C=CC(/C=C/C(/C=C/C2C=CC=CC=2)=O)=CC=1.[Pd].[Pd].O>[CH:20]1([NH:23][C:24](=[O:41])[C:25]2[CH:30]=[CH:29][C:28]([CH3:31])=[C:27]([C:2]3[CH:3]=[C:4]4[C:9](=[CH:10][CH:11]=3)[C:8]([C:12]3[CH:17]=[CH:16][C:15]([CH3:18])=[CH:14][C:13]=3[CH3:19])=[N:7][N:6]=[CH:5]4)[CH:26]=2)[CH2:21][CH2:22]1 |f:3.4.5,8.9.10.11.12|. Procedure: A mixture of 6-chloro-1-(2,4-dimethylphenyl)phthalazine (150 mg, 558 μmol), N-cyclopropyl-4-methyl-3-(4,4,5,5-tetramethyl-1,3,2-dioxaborolan-2-yl)benzamide (437 mg, 1450 μmol), 2-(dicyclohexylphosphino)-2′-methylbiphenyl (18.3 mg, 50.2 μmol, Strem), Pd2(dba)3 (15.3 mg, 16.7 μmol, Strem), and potassium carbonate (231 mg, 1674 μmol) in Dioxane:H2O=4:1 (5 mL) was heated to 80° C. for 18 h. After cooling to room temperature, the mixture was diluted with MeOH and concentrated over SiO2. The residue w...